From a dataset of the Open Reaction Database (ORD), a public repository of structured organic reaction records. describe an organic reaction: reactants, conditions, products, and yield Starting materials: FC1=CC(=C(C#N)C=C1F)O (4,5-difluoro-2-hydroxy-benzonitrile), C([O-])([O-])=O.[Na+].[Na+] (sodium carbonate), C(C)(C)(C)OC(=O)N1CCC(CC1)N1N=CC=2C1=NC=NC2Cl (4-(4-chloro-pyrazolo[3,4-d]pyrimidin-1-yl)-piperidine-1-carboxylic acid tert-butyl ester), C(C)(C)(C)OC(=O)N1CCC(CC1)N1N=CC=2C1=NC=NC2Cl (4-(4-chloro-pyrazolo[3,4-d]pyrimidin-1-yl)-piperidine-1-carboxylic acid tert-butyl ester), C([O-])([O-])=O.[K+].[K+] (potassium carbonate). The solvent is CN(C=O)C (dimethylformamide). Yields the product C(C)(C)(C)OC(=O)N1CCC(CC1)N1N=CC=2C1=NC=NC2OC2=C(C=C(C(=C2)F)F)C#N (4-[4-(2-cyano-4,5-difluoro-phenoxy)-pyrazolo[3,4-d]pyrimidin-1-yl]-piperidine-1-carboxylic acid tert-butyl ester). Isolated yield 13.0%. Reaction SMILES: [F:1][C:2]1[C:9]([F:10])=[CH:8][C:5]([C:6]#[N:7])=[C:4]([OH:11])[CH:3]=1.[C:12]([O:16][C:17]([N:19]1[CH2:24][CH2:23][CH:22]([N:25]2[C:29]3=[N:30][CH:31]=[N:32][C:33](Cl)=[C:28]3[CH:27]=[N:26]2)[CH2:21][CH2:20]1)=[O:18])([CH3:15])([CH3:14])[CH3:13].C(=O)([O-])[O-].[K+].[K+].C(=O)([O-])[O-].[Na+].[Na+]>CN(C)C=O>[C:12]([O:16][C:17]([N:19]1[CH2:20][CH2:21][CH:22]([N:25]2[C:29]3=[N:30][CH:31]=[N:32][C:33]([O:11][C:4]4[CH:3]=[C:2]([F:1])[C:9]([F:10])=[CH:8][C:5]=4[C:6]#[N:7])=[C:28]3[CH:27]=[N:26]2)[CH2:23][CH2:24]1)=[O:18])([CH3:15])([CH3:13])[CH3:14] |f:2.3.4,5.6.7|. Procedure: A mixture of 4,5-difluoro-2-hydroxy-benzonitrile (Lancaster Synthesis Ltd. (Lancashire, UK; 14 mg, 0.089 mmol), 4-(4-chloro-pyrazolo[3,4-d]pyrimidin-1-yl)-piperidine-1-carboxylic acid tert-butyl ester (Intermediate 19; 30 mg, 0.089 mmol), and potassium carbonate (27 mg, 0.196 mmol) in dimethylformamide (1 mL) was heated in a microwave oven at 160° C. for 10 min. Saturated sodium carbonate solution was added to the reaction mixture, and the mixture was then filtered through a pad of silica gel to... Starting materials: CC(C)(C)OC(=O)n1c(CN2CCN(Cc3ccc4c(N)ncnc4c3)C(=O)C2)cc2cnccc21, ClCCl, O=C(O)C(F)(F)F. The product is Nc1ncnc2cc(CN3CCN(Cc4cc5cnccc5[nH]4)CC3=O)ccc12. RXN SMILES: [C:1]([O:2][C:3](=[O:4])[n:8]1[c:9]([CH2:17][N:18]2[CH2:19][C:20](=[O:36])[N:21]([CH2:24][c:25]3[cH:26][cH:27][c:28]4[c:29]([NH2:35])[n:30][cH:31][n:32][c:33]4[cH:34]3)[CH2:22][CH2:23]2)[cH:10][c:11]2[cH:12][n:13][cH:14][cH:15][c:16]12)([CH3:5])([CH3:6])[CH3:7].[Cl:44][CH2:45][Cl:46].[F:37][C:38]([F:39])([F:40])[C:41]([OH:42])=[O:43]>>[nH:8]1[c:9]([CH2:17][N:18]2[CH2:19][C:20](=[O:36])[N:21]([CH2:24][c:25]3[cH:26][cH:27][c:28]4[c:29]([NH2:35])[n:30][cH:31][n:32][c:33]4[cH:34]3)[CH2:22][CH2:23]2)[cH:10][c:11]2[cH:12][n:13][cH:14][cH:15][c:16]12. Starting materials: CC(C)(C)OC(=O)N1CCCC1C1CO1, CO, C[O-], [Na+], Oc1ccccc1. The product is CC(C)(C)OC(=O)N1CCCC1C(O)COc1ccccc1. RXN SMILES: [C:11]([CH3:12])([CH3:13])([CH3:14])[O:15][C:16](=[O:17])[N:18]1[CH:19]([CH:23]2[CH2:24][O:25]2)[CH2:20][CH2:21][CH2:22]1.[CH3:26][OH:27].[CH3:8][O-:9].[Na+:10].[OH:1][c:2]1[cH:3][cH:4][cH:5][cH:6][cH:7]1>>[O:1]([c:2]1[cH:3][cH:4][cH:5][cH:6][cH:7]1)[CH2:24][CH:23]([CH:19]1[N:18]([C:16]([O:15][C:11]([CH3:12])([CH3:13])[CH3:14])=[O:17])[CH2:22][CH2:21][CH2:20]1)[OH:25]. The reactants are CC(=O)O, CC(C)=O, C1=CCC(C(c2ccccc2)c2ccccc2)OC1, NC1COC(C(c2ccccc2)c2ccccc2)CC1O, O=Cc1ccc2[nH]ccc2c1. The product is OC1CC(C(c2ccccc2)c2ccccc2)OCC1NCc1ccc2[nH]ccc2c1. As a reaction SMILES: [CH3:33][C:34](=[O:35])[OH:36].[CH3:56][C:57](=[O:58])[CH3:59].[CH:37]([CH:38]1[CH2:39][CH:40]=[CH:41][CH2:42][O:43]1)([c:44]1[cH:45][cH:46][cH:47][cH:48][cH:49]1)[c:50]1[cH:51][cH:52][cH:53][cH:54][cH:55]1.[NH2:1][CH:2]1[CH:3]([OH:21])[CH2:4][CH:5]([CH:8]([c:9]2[cH:10][cH:11][cH:12][cH:13][cH:14]2)[c:15]2[cH:16][cH:17][cH:18][cH:19][cH:20]2)[O:6][CH2:7]1.[nH:22]1[cH:23][cH:24][c:25]2[cH:26][c:27]([CH:31]=[O:32])[cH:28][cH:29][c:30]12>>[NH:1]([CH:2]1[CH:3]([OH:21])[CH2:4][CH:5]([CH:8]([c:9]2[cH:10][cH:11][cH:12][cH:13][cH:14]2)[c:15]2[cH:16][cH:17][cH:18][cH:19][cH:20]2)[O:6][CH2:7]1)[CH2:31][c:27]1[cH:26][c:25]2[cH:24][cH:23][nH:22][c:30]2[cH:29][cH:28]1. The reactants are [Na+].C(CCC)C1=CC=C(S1)OB([O-])O (5-butylthiophen-2-ylhydroxyboronic acid sodium salt), BrC1=C(C=C(C=C1)C1=CC=C(C=C1)OCCCCCC)F (4-bromo-3-fluoro-4′-hexyloxybiphenyl), C(O)([O-])=O.[Na+] (sodium hydrogencarbonate). The reagents and catalysts are C=1C=CC(=CC1)[P](C=2C=CC=CC2)(C=3C=CC=CC3)[Pd]([P](C=4C=CC=CC4)(C=5C=CC=CC5)C=6C=CC=CC6)([P](C=7C=CC=CC7)(C=8C=CC=CC8)C=9C=CC=CC9)[P](C=1C=CC=CC1)(C=1C=CC=CC1)C=1C=CC=CC1 (tetrakis(triphenylphosphine)palladium(0)). The solvent is CC(C)(C)OC (MTBE), C1CCOC1.O (THF water). The product is C(CCC)C=1SC(=CC1)C1=C(C=C(C=C1)C1=CC=C(C=C1)OCCCCCC)F (2-Butyl-5-(3-fluoro-4′-hexyloxybiphenyl-4-yl)thiophene). RXN SMILES: [Na+].[CH2:2]([C:6]1[S:10][C:9](OB(O)[O-])=[CH:8][CH:7]=1)[CH2:3][CH2:4][CH3:5].Br[C:16]1[CH:21]=[CH:20][C:19]([C:22]2[CH:27]=[CH:26][C:25]([O:28][CH2:29][CH2:30][CH2:31][CH2:32][CH2:33][CH3:34])=[CH:24][CH:23]=2)=[CH:18][C:17]=1[F:35].C(=O)([O-])O.[Na+]>C1COCC1.O.CC(OC)(C)C.C1C=CC([P]([Pd]([P](C2C=CC=CC=2)(C2C=CC=CC=2)C2C=CC=CC=2)([P](C2C=CC=CC=2)(C2C=CC=CC=2)C2C=CC=CC=2)[P](C2C=CC=CC=2)(C2C=CC=CC=2)C2C=CC=CC=2)(C2C=CC=CC=2)C2C=CC=CC=2)=CC=1>[CH2:2]([C:6]1[S:10][C:9]([C:16]2[CH:21]=[CH:20][C:19]([C:22]3[CH:27]=[CH:26][C:25]([O:28][CH2:29][CH2:30][CH2:31][CH2:32][CH2:33][CH3:34])=[CH:24][CH:23]=3)=[CH:18][C:17]=2[F:35])=[CH:8][CH:7]=1)[CH2:3][CH2:4][CH3:5] |f:0.1,3.4,5.6,^1:56,58,77,96|. Procedure details: A mixture of 4.48 g (20.0 mmol) of 5-butylthiophen-2-ylhydroxyboronic acid sodium salt, 7.0 g (19.9 mmol) of 4-bromo-3-fluoro-4′-hexyloxybiphenyl, 3.36 g (40.0 mmol) of sodium hydrogencarbonate and 1.1 g (0.95 mmol) of tetrakis(triphenylphosphine)palladium(0) in 90 ml of THF/water (2:1) is heated under reflux for 19 h. The mixture is diluted with MTBE, and the organic phase is separated off. The aqueous phase is extracted with MTBE. The combined organic phases are washed with sat. sodium chlorid...